From a dataset of the Open Reaction Database (ORD), a public repository of structured organic reaction records. describe an organic reaction: reactants, conditions, products, and yield The reactants are ClN1C(CCC1=O)=O (N-chlorosuccinimide), COCCN (2-methoxyethylamine), COC(CCS(=O)(=O)C1=NC=C(C=C1)CNC(=O)C=1C2=C(C=NC1)N(N=C2)C2=CC=C(C=C2)F)=O (3-[5-({[1-(4-fluorophenyl)-1H-pyrazolo[3,4-c]pyridine-4-carbonyl]-amino}-methyl)-pyridine-2-sulfonyl]-propionic acid methyl ester), solution, [O-]CC.[Na+] (sodium ethoxide). Run in [Cl-].[NH4+] (ammonium chloride), CCOC(=O)C (EtOAc), C1CCOC1 (THF), C(C)O (ethanol). Run at time 15 minute. Product: COCCNS(=O)(=O)C1=CC=C(C=N1)CNC(=O)C=1C2=C(C=NC1)N(N=C2)C2=CC=C(C=C2)F (1-(4-Fluorophenyl)-1H-pyrazolo[3,4-c]pyridine-4-carboxylic acid[6-(2-methoxy-ethylsulfamoyl)-pyridin-3-ylmethyl]-amide). Reaction SMILES: COC(=O)CC[S:6]([C:9]1[CH:14]=[CH:13][C:12]([CH2:15][NH:16][C:17]([C:19]2[C:20]3[CH:27]=[N:26][N:25]([C:28]4[CH:33]=[CH:32][C:31]([F:34])=[CH:30][CH:29]=4)[C:21]=3[CH:22]=[N:23][CH:24]=2)=[O:18])=[CH:11][N:10]=1)(=[O:8])=[O:7].[O-]CC.[Na+].ClN1C(=O)CCC1=O.[CH3:48][O:49][CH2:50][CH2:51][NH2:52]>C1COCC1.C(O)C.[Cl-].[NH4+].CCOC(C)=O>[CH3:48][O:49][CH2:50][CH2:51][NH:52][S:6]([C:9]1[N:10]=[CH:11][C:12]([CH2:15][NH:16][C:17]([C:19]2[C:20]3[CH:27]=[N:26][N:25]([C:28]4[CH:29]=[CH:30][C:31]([F:34])=[CH:32][CH:33]=4)[C:21]=3[CH:22]=[N:23][CH:24]=2)=[O:18])=[CH:13][CH:14]=1)(=[O:7])=[O:8] |f:1.2,7.8|. Reported procedure: To a solution of 3-[5-({[1-(4-fluorophenyl)-1H-pyrazolo[3,4-c]pyridine-4-carbonyl]-amino}-methyl)-pyridine-2-sulfonyl]-propionic acid methyl ester (100 mg, 0.2 mmol) in THF (5 mL) was added a freshly prepared 8% solution of sodium ethoxide (200 μL, 0.2 mmol) in ethanol. The mixture was stirred for 15 minutes and was monitored for the disappearance of starting material by TLC (EtOAc). The mixture was then concentrated to dryness under a stream of nitrogen. The mixture was again diluted with THF a...